From a dataset of the Open Reaction Database (ORD), a public repository of structured organic reaction records. describe an organic reaction: reactants, conditions, products, and yield Reactants: C1(CC1)CS(=O)(=O)C=1C=C(C=CC1)C1=CC=C2C=NC(=NN21)SC (7-(3-cyclopropylmethanesulfonyl-phenyl)-2-methylsulfanyl-pyrrolo[2,1-f][1,2,4]triazine), N1=CNC2=C1C=CC(=C2)N (3H-benzimidazol-5-ylamine). Product: N1=CNC2=C1C=CC(=C2)NC2=NN1C(C=N2)=CC=C1C1=CC(=CC=C1)S(=O)(=O)CC1CC1 ((3H-Benzimidazol-5-yl)-[7-(3-cyclopropylmethanesulfonyl-phenyl)-pyrrolo[2,1-f][1,2,4]triazin-2-yl]-amine). RXN SMILES: [CH:1]1([CH2:4][S:5]([C:8]2[CH:9]=[C:10]([C:14]3[N:22]4[C:17]([CH:18]=[N:19][C:20](SC)=[N:21]4)=[CH:16][CH:15]=3)[CH:11]=[CH:12][CH:13]=2)(=[O:7])=[O:6])[CH2:3][CH2:2]1.[N:25]1[C:29]2[CH:30]=[CH:31][C:32]([NH2:34])=[CH:33][C:28]=2[NH:27][CH:26]=1>>[N:25]1[C:29]2[CH:30]=[CH:31][C:32]([NH:34][C:20]3[N:19]=[CH:18][C:17]4=[CH:16][CH:15]=[C:14]([C:10]5[CH:11]=[CH:12][CH:13]=[C:8]([S:5]([CH2:4][CH:1]6[CH2:3][CH2:2]6)(=[O:7])=[O:6])[CH:9]=5)[N:22]4[N:21]=3)=[CH:33][C:28]=2[NH:27][CH:26]=1. Reported procedure: Following the synthetic and purification procedures described in Example 1293d, 7-(3-cyclopropylmethanesulfonyl-phenyl)-2-methylsulfanyl-pyrrolo[2,1-f][1,2,4]triazine (75 mg, 0.20 mmol) was coupled with 3H-benzimidazol-5-ylamine (45.2 mg, 0.340 mmol) at 105° C. for 86 h to afford the title compound. Yield of TFA salt: 39 mg (43%) of brown powder; LC/MS: 445 (M+H); HPLC: 97% pure, RT=2.46 min; 1H NMR: (DMSO, δ) 9.85 (s, 1H), 9.33 (s, 1H), 9.02 (s, 1H), 8.51 (s, 1H), 8.45 (d, J=7.7, 1H), 8.00 (s, ... Starting materials: ClC1=CC(=NC(=N1)N[C@@H](C)C1=CC=C(C=C1)F)NC1=NC=CN=C1 ((S)-6-Chloro-N2-[1-(4-fluorophenyl)ethyl]-N4-(pyrazin-2-yl)pyrimidine-2,4-diamine), N1C(NCC1)=O (2-imidazolidinone), 4,5-bis(diphenylphosphino)-9,9′-dimethylxanthene, P(=O)([O-])([O-])[O-].[K+].[K+].[K+] (tripotassium phosphate), tris(dibenzylideneacetone)(chloroform)dipalladium, O1CCOCC1 (1,4-dioxane). Run in C(C)(=O)OCC (ethyl acetate). Run at temperature 100 celsius, time 2 hour. Product: FC1=CC=C(C=C1)[C@H](C)NC1=NC(=CC(=N1)N1C(NCC1)=O)NC1=NC=CN=C1 ((S)-1-{2-[1-(4-fluorophenyl)ethylamino]-6-(pyrazin-2-ylamino)pyrimidin-4-yl}imidazolidin-2-one). The yield is 46.6%. As a reaction SMILES: Cl[C:2]1[N:7]=[C:6]([NH:8][C@H:9]([C:11]2[CH:16]=[CH:15][C:14]([F:17])=[CH:13][CH:12]=2)[CH3:10])[N:5]=[C:4]([NH:18][C:19]2[CH:24]=[N:23][CH:22]=[CH:21][N:20]=2)[CH:3]=1.[NH:25]1[CH2:29][CH2:28][NH:27][C:26]1=[O:30].P([O-])([O-])([O-])=O.[K+].[K+].[K+].O1CCOCC1>C(OCC)(=O)C>[F:17][C:14]1[CH:15]=[CH:16][C:11]([C@@H:9]([NH:8][C:6]2[N:7]=[C:2]([N:25]3[CH2:29][CH2:28][NH:27][C:26]3=[O:30])[CH:3]=[C:4]([NH:18][C:19]3[CH:24]=[N:23][CH:22]=[CH:21][N:20]=3)[N:5]=2)[CH3:10])=[CH:12][CH:13]=1 |f:2.3.4.5|. Reported procedure: 150 mg of (S)-6-chloro-N2-[1-(4-fluorophenyl)ethyl]-N4-(pyrazin-2-yl)pyrimidine-2,4-diamine (Example 9), 224 mg of 2-imidazolidinone, 26 mg of 4,5-bis(diphenylphosphino)-9,9′-dimethylxanthene, 185 mg of tripotassium phosphate and 23 mg of tris(dibenzylideneacetone)(chloroform)dipalladium were added in turn to 5 ml of degassed 1,4-dioxane, and then the mixture was stirred at 100° C. for 2 hours under argon atmosphere. The reaction solution was diluted with ethyl acetate. The solution was washed w... Starting materials: CCN=C=O, Cc1cc(NC(=O)c2cc(C)nn2C)cc(Oc2ccc3nc(N)nn3c2)c1, c1ccncc1. Yields the product CCNC(=O)Nc1nc2ccc(Oc3cc(C)cc(NC(=O)c4cc(C)nn4C)c3)cn2n1. RXN SMILES: [CH2:29]([CH3:30])[N:31]=[C:32]=[O:33].[NH2:1][c:2]1[n:3][n:4]2[c:5]([cH:6][cH:7][c:8]([O:10][c:11]3[cH:12][c:13]([NH:18][C:19](=[O:20])[c:21]4[cH:22][c:23]([CH3:27])[n:24][n:25]4[CH3:26])[cH:14][c:15]([CH3:17])[cH:16]3)[cH:9]2)[n:28]1.[cH:34]1[cH:35][cH:36][n:37][cH:38][cH:39]1>>[NH:1]([c:2]1[n:3][n:4]2[c:5]([cH:6][cH:7][c:8]([O:10][c:11]3[cH:12][c:13]([NH:18][C:19](=[O:20])[c:21]4[cH:22][c:23]([CH3:27])[n:24][n:25]4[CH3:26])[cH:14][c:15]([CH3:17])[cH:16]3)[cH:9]2)[n:28]1)[C:32]([NH:31][CH2:29][CH3:30])=[O:33]. Starting materials: CC(=O)OC(C)c1nccc(N2CCN(Cc3ccccn3)CC2)n1, CCOC(C)=O, [K+], C1COCCO1, [OH-]. The product is CC(O)c1nccc(N2CCN(Cc3ccccn3)CC2)n1. As a reaction SMILES: [C:1](=[O:2])([CH3:3])[O:4][CH:5]([CH3:6])[c:7]1[n:8][cH:9][cH:10][c:11]([N:13]2[CH2:14][CH2:15][N:16]([CH2:19][c:20]3[n:21][cH:22][cH:23][cH:24][cH:25]3)[CH2:17][CH2:18]2)[n:12]1.[CH3:34][CH2:35][O:36][C:37](=[O:38])[CH3:39].[K+:27].[O:28]1[CH2:29][CH2:30][O:31][CH2:32][CH2:33]1.[OH-:26]>>[OH:4][CH:5]([CH3:6])[c:7]1[n:8][cH:9][cH:10][c:11]([N:13]2[CH2:14][CH2:15][N:16]([CH2:19][c:20]3[n:21][cH:22][cH:23][cH:24][cH:25]3)[CH2:17][CH2:18]2)[n:12]1. Reactants: CSc1nncc(C(C)(C)C)n1, CO, NN, C1CCOC1. Product: CC(C)(C)c1cnnc(NN)n1. Reaction SMILES: [CH3:1][S:2][c:3]1[n:4][n:5][cH:6][c:7]([C:9]([CH3:10])([CH3:11])[CH3:12])[n:8]1.[CH3:20][OH:21].[NH2:18][NH2:19].[O:13]1[CH2:14][CH2:15][CH2:16][CH2:17]1>>[c:3]1([NH:18][NH2:19])[n:4][n:5][cH:6][c:7]([C:9]([CH3:10])([CH3:11])[CH3:12])[n:8]1. Starting materials: OC1=CC=C2C=CN=CC2=C1 (7-hydroxyisoquinoline), F[B-](F)(F)F.O=[N+]=O (nitronium tetrafluoroborate). Run in C1CCCS1(=O)=O (tetramethylene sulfone). Yields the product OC1=CC=C2C=CN=CC2=C1[N+](=O)[O-] (7-Hydroxy-8-nitroisoquinoline). As a reaction SMILES: [OH:1][C:2]1[CH:11]=[C:10]2[C:5]([CH:6]=[CH:7][N:8]=[CH:9]2)=[CH:4][CH:3]=1.F[B-](F)(F)F.[O:17]=[N+:18]=[O:19]>C1S(=O)(=O)CCC1>[OH:1][C:2]1[C:11]([N+:18]([O-:19])=[O:17])=[C:10]2[C:5]([CH:6]=[CH:7][N:8]=[CH:9]2)=[CH:4][CH:3]=1 |f:1.2|. Reported procedure: To a 300 ml round bottom flask is added 14.5 g (0.1 mole) of 7-hydroxyisoquinoline and 100 ml of warmed tetramethylene sulfone. The brown slurry is stirred and to it is added portionwise 18.6 g (0.14 mole) of nitronium tetrafluoroborate with cooling (ice bath). The reaction is stirred for 3 hours. The reaction is then quenched with 100 ml of methanol, evaporated to dryness and triturated twice with ether to precipitate a dark solid (19.0 g, 100%). Starting materials: CC1(C)CC(=O)c2cc(Br)c(O)cc2O1, O=C([O-])[O-], CCI, [K+], [K+]. Product: CCOc1cc2c(cc1Br)C(=O)CC(C)(C)O2. Reaction SMILES: [Br:1][c:2]1[cH:3][c:4]2[c:9]([cH:10][c:11]1[OH:12])[O:8][C:7]([CH3:13])([CH3:14])[CH2:6][C:5]2=[O:15].[C:16](=[O:17])([O-:18])[O-:19].[I:22][CH2:23][CH3:24].[K+:20].[K+:21]>>[Br:1][c:2]1[cH:3][c:4]2[c:9]([cH:10][c:11]1[O:12][CH2:23][CH3:24])[O:8][C:7]([CH3:13])([CH3:14])[CH2:6][C:5]2=[O:15]. The reactants are COC1=CC(=C(C(=C1)C)S(=O)(=O)Cl)C (4-Methoxy-2,6-dimethylbenzene-1-sulfonyl chloride), Cl.N1CCC2=CC=C(C=C12)C(=O)OC (methyl indoline-6-carboxylate hydrochloride). The solvent is N1=CC=CC=C1 (pyridine). Conditions: temperature 70 celsius, time 8 hour. Product: COC1=CC(=C(C(=C1)C)S(=O)(=O)N1CCC2=CC=C(C=C12)C(=O)OC)C (Methyl 1-(4-methoxy-2,6-dimethylphenylsulfonyl)indoline-6-carboxylate). RXN SMILES: [CH3:1][O:2][C:3]1[CH:8]=[C:7]([CH3:9])[C:6]([S:10](Cl)(=[O:12])=[O:11])=[C:5]([CH3:14])[CH:4]=1.Cl.[NH:16]1[C:24]2[C:19](=[CH:20][CH:21]=[C:22]([C:25]([O:27][CH3:28])=[O:26])[CH:23]=2)[CH2:18][CH2:17]1>N1C=CC=CC=1>[CH3:1][O:2][C:3]1[CH:8]=[C:7]([CH3:9])[C:6]([S:10]([N:16]2[C:24]3[C:19](=[CH:20][CH:21]=[C:22]([C:25]([O:27][CH3:28])=[O:26])[CH:23]=3)[CH2:18][CH2:17]2)(=[O:12])=[O:11])=[C:5]([CH3:14])[CH:4]=1 |f:1.2|. Reported procedure: 4-Methoxy-2,6-dimethylbenzene-1-sulfonyl chloride (1.3 g, 0.0056 mol) was added at 25° C., under argon, to a solution of methyl indoline-6-carboxylate hydrochloride (1.2 g, 0.0056 mol) in dry pyridine (12 ml), and the resulting reaction mixture was stirred overnight at 70° C. The solvent was removed in vacuo, and the residue was taken up in dichloromethane and washed with water (2×), saturated copper sulfate solution (2×) and saturated sodium chloride solution, then dried (Na2SO4) and concentrat... The reactants are ClC=1C=C(C=CC1)N1N=CC(=C(C1=O)OCCC(C)C)C1=CC=C(C=C1)S(=O)(=O)C (2-(3-Chloropheyl)-4-(3-methylbutoxy)-5-[4-(methylsulfonyl)phenyl]-3(2H)-pyridazinone), N (NH3). The product is ClC=1C=C(C=CC1)N1N=CC(=C(C1=O)OCCC(C)C)C1=CC=C(C=C1)S(=O)(=O)N (2-(3-Chlorophenyl)-4-(3-methylbutoxy)-5-[4-(aminosulfonyl)phenyl]-3(2H)-pyridazinone). As a reaction SMILES: [Cl:1][C:2]1[CH:3]=[C:4]([N:8]2[C:13](=[O:14])[C:12]([O:15][CH2:16][CH2:17][CH:18]([CH3:20])[CH3:19])=[C:11]([C:21]3[CH:26]=[CH:25][C:24]([S:27](C)(=[O:29])=[O:28])=[CH:23][CH:22]=3)[CH:10]=[N:9]2)[CH:5]=[CH:6][CH:7]=1.[NH3:31]>>[Cl:1][C:2]1[CH:3]=[C:4]([N:8]2[C:13](=[O:14])[C:12]([O:15][CH2:16][CH2:17][CH:18]([CH3:20])[CH3:19])=[C:11]([C:21]3[CH:26]=[CH:25][C:24]([S:27]([NH2:31])(=[O:29])=[O:28])=[CH:23][CH:22]=3)[CH:10]=[N:9]2)[CH:5]=[CH:6][CH:7]=1. Procedure: The title compound was prepared according to the method of Example 384, substituting 2-(3-chlorophenyl)-4-(3-methylbutoxy)-5-[4-(methylsulfonyl)phenyl]-3(2H)-pyridazinone (Example 339) in place of 2-benzyl-4-(4-fluorophenyl)-5-[4-(methylsulfonyl)phenyl]-3(2H)-pyridazinone (yield: 0.575 g, 18%). mp 137-139° C. 1H NMR (300 MHz, DMSO d6) δ 0.81 (d, J=7 Hz, 6H), 1.49 (m, 2H), 1.57 (m, 1H), 4.42 (t, J=7 Hz, 2H), 7.44-7.65 (m, 5H), 7.76 (m, 1H), 7.84 (m, 2H), 7.94 (m, 2H), 8.20 (s, 1H). MS (DCI/NH3) m... Yields the product COC(CCCCCOC1=CC=C(C=C1)N)=O (6-(4-Amino-phenoxy)-hexanoic acid methyl ester). Procedure: To a mixture of 6-(4-Amino-phenoxy)-hexanoic acid hydrochloride 20 (150 grams, 578 mmol) in methanol (3 liters) was passed dry HCl gas at 10° C. for 1 hour and refluxed for 48 hours. Methanol (1.5 liter) was distilled off, ice water (1 liter) was added and the pH was adjusted to 7.5 with K2CO3. Crude 21 was extracted into chloroform, washed with 5% NaHCO3 solution in water, dried over Na2SO4 and distilled to give 21 (60 g, 43.8) as a thick brown syrup. The structure was confirmed with NMR. The reactants are Cl.NC1=CC=C(OCCCCCC(=O)O)C=C1 (6-(4-Amino-phenoxy)-hexanoic acid Hydrochloride), CO (methanol), Cl (HCl). Reaction SMILES: Cl.[NH2:2][C:3]1[CH:17]=[CH:16][C:6]([O:7][CH2:8][CH2:9][CH2:10][CH2:11][CH2:12][C:13]([OH:15])=[O:14])=[CH:5][CH:4]=1.Cl.[CH3:19]O>>[CH3:19][O:14][C:13](=[O:15])[CH2:12][CH2:11][CH2:10][CH2:9][CH2:8][O:7][C:6]1[CH:5]=[CH:4][C:3]([NH2:2])=[CH:17][CH:16]=1 |f:0.1|.